This data is from the Open Reaction Database (ORD), a public repository of structured organic reaction records. The task is: describe an organic reaction: reactants, conditions, products, and yield Reactants: C(#CC)Br (Propynylbromide), [Na] (sodium), N1=C(C=CC=C1)N1CCNCC1 (N-(2-pyridyl)piperazine), N1=C(C=CC=C1)N1CCNCC1 (N-(2-pyridyl)piperazine), [H-].[Na+] (sodium hydride). Solvent: CN(C=O)C (dimethylformamide), O (water). Reaction conditions: temperature 50 celsius, time 3 hour. The product is N1=C(C=CC=C1)N1CCN(CC1)CC#C (N'-(2-pyridyl)-N-(2-propynyl)piperazine). Reaction SMILES: [C:1](Br)#[C:2][CH3:3].[Na].[N:6]1[CH:11]=[CH:10][CH:9]=[CH:8][C:7]=1[N:12]1[CH2:17][CH2:16][NH:15][CH2:14][CH2:13]1.[H-].[Na+]>O.CN(C)C=O>[N:6]1[CH:11]=[CH:10][CH:9]=[CH:8][C:7]=1[N:12]1[CH2:13][CH2:14][N:15]([CH2:3][C:2]#[CH:1])[CH2:16][CH2:17]1 |f:3.4,^1:4|. Reported procedure: Propynylbromide (11.9 g.) was added to the sodium salt of N-(2-pyridyl)piperazine prepared from 16.3 g. of N-(2-pyridyl)piperazine and 4.8 g. of sodium hydride/50% mineral oil dispersion in 50 ml. of dry dimethylformamide. The mixture was stirred at 50° C. for 3 hours and then carefully poured into 3 volumes of cold water. This mixture was extracted with several portions of either and the combined ether extracts were washed twice with 10% aqueous hydrochloric acid. The acidic extract was made st... Starting materials: CC1=C(O)C=C(C=C1O)C (2,5-dimethyl resorcinol), S(O)(O)(=O)=O (sulfuric acid), CC(=CC(C)O)C (4-methyl-3-pentene-2-ol). Solvent: C(C)(C)OC(C)C (isopropyl ether). The product is OC1=CC(=C2C(CC(OC2=C1C)(C)C)C)C (7-Hydroxy-2,2,4,5,8-pentamethyl chroman). Isolated yield 60.0%. RXN SMILES: [CH3:1][C:2]1[C:8]([OH:9])=[CH:7][C:6]([CH3:10])=[CH:5][C:3]=1[OH:4].S(=O)(=O)(O)O.[CH3:16][C:17]([CH3:22])=[CH:18][CH:19](O)[CH3:20]>C(OC(C)C)(C)C>[OH:4][C:3]1[C:2]([CH3:1])=[C:8]2[C:7]([CH:19]([CH3:20])[CH2:18][C:17]([CH3:22])([CH3:16])[O:9]2)=[C:6]([CH3:10])[CH:5]=1. Reported procedure: 13.8 g. of 2,5-dimethyl resorcinol were dissolved in a mixed solution comprising 70 ml of isopropyl ether and 5 ml of concentrated sulfuric acid. Then, 10 g. of 4-methyl-3-pentene-2-ol were added dropwise to the solution at the temperature of about 60° C. for about 30 minutes. The resulting solution was cooled, and washed with water, with 1 N sodium hydroxide solution, and again with water and then dried over magnesium sulfate. The solvent was distilled off under reduced pressure. The residue wa... The reactants are FC1=CC=C2C(=C(C=NC2=C1OC(F)F)C(=O)OCC)O (ethyl 7-fluoro-8-difluoromethoxy-4-hydroxyquinoline-3-carboxylate), C([O-])([O-])=O.[K+].[K+] (potassium carbonate), C(C)I (ethyl iodide). The solvent is CN(C=O)C (N,N-dimethylformamide). Reaction conditions: temperature 100 celsius, time 14 hour. The product is C(C)N1C=C(C(C2=CC=C(C(=C12)OC(F)F)F)=O)C(=O)OCC (ethyl 1-ethyl-7-fluoro-8-difluoromethoxy-1.4-dihydro-4-oxoquinoline-3-carboxylate). Isolated yield 33.4%. As a reaction SMILES: [F:1][C:2]1[C:11]([O:12][CH:13]([F:15])[F:14])=[C:10]2[C:5]([C:6]([OH:21])=[C:7]([C:16]([O:18][CH2:19][CH3:20])=[O:17])[CH:8]=[N:9]2)=[CH:4][CH:3]=1.C(=O)([O-])[O-].[K+].[K+].[CH2:28](I)[CH3:29]>CN(C)C=O>[CH2:28]([N:9]1[C:10]2[C:5](=[CH:4][CH:3]=[C:2]([F:1])[C:11]=2[O:12][CH:13]([F:14])[F:15])[C:6](=[O:21])[C:7]([C:16]([O:18][CH2:19][CH3:20])=[O:17])=[CH:8]1)[CH3:29] |f:1.2.3|. Reported procedure: In 96 ml of N,N-dimethylformamide was dissolved 3.0 g (0.01 mole) of ethyl 7-fluoro-8-difluoromethoxy-4-hydroxyquinoline-3-carboxylate obtained as described above, and 6.9 g (0.05 mole) of potassium carbonate and 12.5 g (0.08 mole) of ethyl iodide were added thereto. The mixture was stirred at 100° C. for 14 hours. After completion of the reaction, the solvent was removed under reduced pressure, and water was added to the residue. Crystals precipitated were collected by filtration and applied to... The reactants are CSc1nccc(-n2cc(Br)c3ccc(-c4cccc([N+](=O)[O-])c4)cc32)n1, CCOC(C)=O, COc1ccc(B(O)O)cc1, [K+], [K+], [K+], CN(C)C=O, O, O=P([O-])([O-])[O-], c1ccc(P(c2ccccc2)(c2ccccc2)[Pd](P(c2ccccc2)(c2ccccc2)c2ccccc2)(P(c2ccccc2)(c2ccccc2)c2ccccc2)P(c2ccccc2)(c2ccccc2)c2ccccc2)cc1. Yields the product COc1ccc(-c2cn(-c3ccnc(SC)n3)c3cc(-c4cccc([N+](=O)[O-])c4)ccc23)cc1. Reaction SMILES: [Br:6][c:7]1[cH:8][n:9](-[c:25]2[n:26][c:27]([S:31][CH3:32])[n:28][cH:29][cH:30]2)[c:10]2[cH:11][c:12](-[c:16]3[cH:17][c:18]([N+:22](=[O:23])[O-:24])[cH:19][cH:20][cH:21]3)[cH:13][cH:14][c:15]12.[CH3:130][CH2:131][O:132][C:133](=[O:134])[CH3:135].[CH3:41][O:42][c:43]1[cH:44][cH:45][c:46]([B:49]([OH:50])[OH:51])[cH:47][cH:48]1.[K+:38].[K+:39].[K+:40].[O:1]=[CH:2][N:3]([CH3:4])[CH3:5].[OH2:129].[P:33]([O-:34])([O-:35])([O-:36])=[O:37].[cH:52]1[cH:53][cH:54][c:55]([P:56]([Pd:57]([P:58]([c:59]2[cH:60][cH:61][cH:62][cH:63][cH:64]2)([c:65]2[cH:66][cH:67][cH:68][cH:69][cH:70]2)[c:71]2[cH:72][cH:73][cH:74][cH:75][cH:76]2)([P:77]([c:78]2[cH:79][cH:80][cH:81][cH:82][cH:83]2)([c:84]2[cH:85][cH:86][cH:87][cH:88][cH:89]2)[c:90]2[cH:91][cH:92][cH:93][cH:94][cH:95]2)[P:96]([c:97]2[cH:98][cH:99][cH:100][cH:101][cH:102]2)([c:103]2[cH:104][cH:105][cH:106][cH:107][cH:108]2)[c:109]2[cH:110][cH:111][cH:112][cH:113][cH:114]2)([c:115]2[cH:116][cH:117][cH:118][cH:119][cH:120]2)[c:121]2[cH:122][cH:123][cH:124][cH:125][cH:126]2)[cH:127][cH:128]1>>[c:7]1(-[c:46]2[cH:45][cH:44][c:43]([O:42][CH3:41])[cH:48][cH:47]2)[cH:8][n:9](-[c:25]2[n:26][c:27]([S:31][CH3:32])[n:28][cH:29][cH:30]2)[c:10]2[cH:11][c:12](-[c:16]3[cH:17][c:18]([N+:22](=[O:23])[O-:24])[cH:19][cH:20][cH:21]3)[cH:13][cH:14][c:15]12. Starting materials: ClC1=NC=C(C=C1)[N+](=O)[O-] (2-chloro-5-nitro-pyridine), NCCNC1=NC=C(C(=N1)C1=C(C=C(C=C1)Cl)Cl)CO ({2-[(2-aminoethyl)amino]-4-(2,4-dichlorophenyl)pyrimidin-5-yl}methan-1-ol). Run in CO.C(Cl)Cl (methanol methylene chloride). The product is ClC1=C(C=CC(=C1)Cl)C1=NC(=NC=C1CO)NCCNC1=NC=C(C=C1)[N+](=O)[O-] ([4-(2,4-dichlorophenyl)-2-({2-[(5-nitro(2-pyridyl))amino]ethyl}amino)pyrimidin-5-yl]methan-1-ol). The yield is 51.0%. Reaction SMILES: Cl[C:2]1[CH:7]=[CH:6][C:5]([N+:8]([O-:10])=[O:9])=[CH:4][N:3]=1.[NH2:11][CH2:12][CH2:13][NH:14][C:15]1[N:20]=[C:19]([C:21]2[CH:26]=[CH:25][C:24]([Cl:27])=[CH:23][C:22]=2[Cl:28])[C:18]([CH2:29][OH:30])=[CH:17][N:16]=1>CO.C(Cl)Cl>[Cl:28][C:22]1[CH:23]=[C:24]([Cl:27])[CH:25]=[CH:26][C:21]=1[C:19]1[C:18]([CH2:29][OH:30])=[CH:17][N:16]=[C:15]([NH:14][CH2:13][CH2:12][NH:11][C:2]2[CH:7]=[CH:6][C:5]([N+:8]([O-:10])=[O:9])=[CH:4][N:3]=2)[N:20]=1 |f:2.3|. Procedure details: The process of Example 140 is repeated using 2-chloro-5-nitro-pyridine and {2-[(2-aminoethyl)amino]-4-(2,4-dichlorophenyl)pyrimidin-5-yl}methan-1-ol. Chromatography of the residue (silica gel, 5% methanol/methylene chloride) afforded 200 mg (51%) of [4-(2,4-dichlorophenyl)-2-({2-[(5-nitro(2-pyridyl))amino]ethyl}amino)pyrimidin-5-yl]methan-1-ol as a yellow solid.